Dataset: the Open Reaction Database (ORD), a public repository of structured organic reaction records. Task: describe an organic reaction: reactants, conditions, products, and yield Reactants: three, CN(C=O)C (N,N-dimethylformamide), C([O-])([O-])=O.[K+].[K+] (potassium carbonate), [N+](=O)([O-])C=1C=C(C(C#N)=CC1)C#N (4-nitrophthalonitrile), OC1=C(C=C(C=C1)O)P(C1=CC=CC=C1)(C1=CC=CC=C1)=O (2,5-dihydroxyphenyldiphenylphosphine oxide). Run in O (water). Run at time 15 minute. Product: C(#N)C=1C=C(OC2=C(C=C(C=C2)OC2=CC(=C(C=C2)C#N)C#N)P(C2=CC=CC=C2)(C2=CC=CC=C2)=O)C=CC1C#N ([2,5-bis(3,4-dicyanophenoxy)phenyl]diphenylphosphine oxide). RXN SMILES: [N+]([C:4]1[CH:5]=[C:6]([C:12]#[N:13])[C:7](=[CH:10][CH:11]=1)[C:8]#[N:9])([O-])=O.[OH:14][C:15]1[CH:20]=[CH:19][C:18](O)=[CH:17][C:16]=1[P:22](=[O:35])([C:29]1[CH:34]=[CH:33][CH:32]=[CH:31][CH:30]=1)[C:23]1[CH:28]=[CH:27][CH:26]=[CH:25][CH:24]=1.C[N:37]([CH3:40])C=O.[C:41](=[O:44])([O-])[O-].[K+].[K+]>O>[C:12]([C:6]1[CH:5]=[C:4]([CH:11]=[CH:10][C:7]=1[C:8]#[N:9])[O:14][C:15]1[CH:20]=[CH:19][C:18]([O:44][C:41]2[CH:11]=[CH:10][C:7]([C:8]#[N:9])=[C:6]([C:40]#[N:37])[CH:5]=2)=[CH:17][C:16]=1[P:22](=[O:35])([C:23]1[CH:28]=[CH:27][CH:26]=[CH:25][CH:24]=1)[C:29]1[CH:30]=[CH:31][CH:32]=[CH:33][CH:34]=1)#[N:13] |f:3.4.5|. Procedure details: Into a 250 mL three neck round bottomed flask equipped with a mechanical stirrer, nitrogen gas inlet, and drying tube was place 4-nitrophthalonitrile (9.9 g, 0.0572 mol), 2,5-dihydroxyphenyldiphenylphosphine oxide (8.87 g, 0.0286 mol), and N,N-dimethylformamide (DMAc, 100 mL). The mixture was stirred for 15 minutes at room temperature and then pulverized anhydrous potassium carbonate (9.89 g, 0.0715 mol, 2.5 eq.) was added. The reaction mixture was stirred at room temperature for 24 hours. The r... Reactants: C(#N)NC(=N)N (cyanoguanidine), Cl (HCl), C(C)(=O)C=1C=C(N)C=C(C1)C(C)=O (3,5-diacetylaniline). Run in O (water). Product: Cl.C(C)(=O)C=1C=C(C=C(C1)C(C)=O)NC(=N)NC(=N)N (N-(3,5-diacetylphenyl)biguanide hydrochloride). Reaction SMILES: [C:1]([C:4]1[CH:5]=[C:6]([CH:8]=[C:9]([C:11](=[O:13])[CH3:12])[CH:10]=1)[NH2:7])(=[O:3])[CH3:2].[C:14]([NH:16][C:17]([NH2:19])=[NH:18])#[N:15].[ClH:20]>O>[ClH:20].[C:1]([C:4]1[CH:5]=[C:6]([NH:7][C:14]([NH:16][C:17]([NH2:19])=[NH:18])=[NH:15])[CH:8]=[C:9]([C:11](=[O:13])[CH3:12])[CH:10]=1)(=[O:3])[CH3:2] |f:4.5|. Procedure details: Compound No. 12. A suspension of 3,5-diacetylaniline (0.531 g) in water (8 mL) was treated with cyanoguanidine (0.285 g) and conc. HCl (0.25 mL) and heated at reflux. After 6 hr the mixture was cooled and concentrated and 0.248 g of off-white solid was filtered out and dried to give N-(3,5-diacetylphenyl)biguanide hydrochloride, mp 260°-70° C. (dec). Reactants: C1(CC1)C(=O)Cl (cyclopropanecarbonyl chloride), crude product, CO.C(Cl)(Cl)Cl (methanol chloroform), FC=1C=C(C=CC1C1CCS(CC1)(=O)=O)N1C(O[C@H](C1)CN)=O ((5S)-(-)-3-[3-fluoro-4-(tetrahydro-1,1-dioxido-2H-thiopyran-4-yl)phenyl]-5-aminomethyl-2-oxazolidinone), (5S)-3-[3-fluoro-4-(cis-tetrahydro-1-oxido-2H-thiopyran-4-yl)phenyl]-5-aminomethyl-2-oxazolidinone. Product: ClC(C(=O)NC[C@H]1CN(C(O1)=O)C1=CC(=C(C=C1)C1CCS(CC1)(=O)=O)F)Cl ((-)-2,2-dichloro-N-[[(5S)-3-[3-fluoro-4-(tetrahydro-1,1-dioxido-2H-thiopyran-4-yl)phenyl]-2-oxo-5-oxazolidinyl]methyl]acetamide). RXN SMILES: C1([C:4](Cl)=[O:5])CC1.[F:7][C:8]1[CH:9]=[C:10]([N:22]2[CH2:26][C@H:25]([CH2:27][NH2:28])[O:24][C:23]2=[O:29])[CH:11]=[CH:12][C:13]=1[CH:14]1[CH2:19][CH2:18][S:17](=[O:21])(=[O:20])[CH2:16][CH2:15]1.CO.[CH:32]([Cl:35])(Cl)[Cl:33]>>[Cl:33][CH:32]([Cl:35])[C:4]([NH:28][CH2:27][C@@H:25]1[O:24][C:23](=[O:29])[N:22]([C:10]2[CH:11]=[CH:12][C:13]([CH:14]3[CH2:15][CH2:16][S:17](=[O:20])(=[O:21])[CH2:18][CH2:19]3)=[C:8]([F:7])[CH:9]=2)[CH2:26]1)=[O:5] |f:2.3|. Reported procedure: Following the general procedure of EXAMPLE 3, and making non-critical variations but substituting dichloroacetyl chloride for cyclopropanecarbonyl chloride and (5S)-(-)-3-[3-fluoro-4-(tetrahydro-1,1-dioxido-2H-thiopyran-4-yl)phenyl]-5-aminomethyl-2-oxazolidinone (EXAMPLE 5, Step 1) for (5S)-3-[3-fluoro-4-(cis-tetrahydro-1-oxido-2H-thiopyran-4-yl)phenyl]-5-aminomethyl-2-oxazolidinone and chromatographing the crude product with methanol/chloroform (2/98), the title compound is obtained, mp 136-137... Starting materials: BrCc1ccncc1, Br, O=C(c1ccc(O)cc1F)N1CCCC1CN1CCCC1. The product is O=C(c1ccc(OCc2ccncc2)cc1F)N1CCCC1CN1CCCC1. As a reaction SMILES: [Br:23][CH2:24][c:25]1[cH:26][cH:27][n:28][cH:29][cH:30]1.[BrH:22].[F:1][c:2]1[c:3]([C:9](=[O:10])[N:11]2[CH:12]([CH2:16][N:17]3[CH2:18][CH2:19][CH2:20][CH2:21]3)[CH2:13][CH2:14][CH2:15]2)[cH:4][cH:5][c:6]([OH:8])[cH:7]1>>[F:1][c:2]1[c:3]([C:9](=[O:10])[N:11]2[CH:12]([CH2:16][N:17]3[CH2:18][CH2:19][CH2:20][CH2:21]3)[CH2:13][CH2:14][CH2:15]2)[cH:4][cH:5][c:6]([O:8][CH2:24][c:25]2[cH:26][cH:27][n:28][cH:29][cH:30]2)[cH:7]1.